This data is from the Open Reaction Database (ORD), a public repository of structured organic reaction records. The task is: describe an organic reaction: reactants, conditions, products, and yield The reactants are ClC1=C2C=CC(=CC2=CC=C1)S(=O)(=O)Cl (5-Chloronaphthalene-2-sulfonyl chloride), N (NH3). Conditions: time 1 hour. Yields the product ClC1=C2C=CC(=CC2=CC=C1)S(=O)(=O)N (5-Chloronaphthalene-2-sulfonamide). Yield: 40.8%. As a reaction SMILES: [Cl:1][C:2]1[CH:11]=[CH:10][CH:9]=[C:8]2[C:3]=1[CH:4]=[CH:5][C:6]([S:12](Cl)(=[O:14])=[O:13])=[CH:7]2.[NH3:16]>>[Cl:1][C:2]1[CH:11]=[CH:10][CH:9]=[C:8]2[C:3]=1[CH:4]=[CH:5][C:6]([S:12]([NH2:16])(=[O:14])=[O:13])=[CH:7]2. Procedure details: 5-Chloronaphthalene-2-sulfonyl chloride (Toronto, 531 mg, 2.03 mmol) was treated with NH3 (10.2 mL, 5.08 mmol, 0.5M solution in dioxanes) and stirred at room temperature for 1 h. The reaction mixture was concentrated in vacuo, redissolved in sat. aq. NaHCO3 solution and extracted with CHCl3 (3×). The combined organic extracts were dried over Na2SO4, filtered and concentrated in vacuo to give the title compound (200 mg, 37%). 1H NMR (DMSO-d6) δ 8.53 (d, J=1.8 Hz, 1H), 8.36 (d, J=9.0 Hz, 1H), 8.18...